Dataset: the Open Reaction Database (ORD), a public repository of structured organic reaction records. Task: describe an organic reaction: reactants, conditions, products, and yield Reactants: CN(C(=N)N[N+](=O)[O-])N=O (N-methyl-N'-nitro-N-nitroso guanidine), [OH-].[K+] (potassium hydroxide), TEA, [N+](=[N-])=C (diazomethane), C1(CCCCC1)C(=O)Cl (cyclohexane carboxylic acid chloride). Run in CCOCC (ether). Run at time 1 hour. Product: [N+](=[N-])=C (diazomethane), C1(CCCCC1)C(C=[N+]=[N-])=O (1-Cyclohexyl-2-diazoethanone). As a reaction SMILES: [CH3:1][N:2]([N:9]=O)C(N[N+]([O-])=O)=N.[OH-].[K+].[N+:13](=[CH2:15])=[N-:14].[CH:16]1([C:22](Cl)=[O:23])[CH2:21][CH2:20][CH2:19][CH2:18][CH2:17]1>CCOCC>[N+:2](=[CH2:1])=[N-:9].[CH:16]1([C:22](=[O:23])[CH:15]=[N+:13]=[N-:14])[CH2:21][CH2:20][CH2:19][CH2:18][CH2:17]1 |f:1.2|. Procedure details: A solution of diazomethane is prepared from N-methyl-N'-nitro-N-nitroso guanidine (12.5 g), potassium hydroxide (50%, 20 ml), and ether (300 ml). TEA (7.7 ml) is added to the diazomethane solution (65%) followed by cyclohexane carboxylic acid chloride (7.4 ml) slowly at 0° . The reaction is stirred at 0° for 1 hr then for 18 hrs at 22° . A porecipitate forms, it is filtered and washed with ether, and the filtrate concentrated. The resulting oil is cooled to -78° , triturated with ether, then war... The reactants are O=C([O-])[O-], O=C1OCc2ccccc2C1=NO, COS(=O)(=O)OC, Cc1ccccc1, [K+], [K+], O. Product: CON=C1C(=O)OCc2ccccc21. Reaction SMILES: [C:14](=[O:15])([O-:16])[O-:17].[CH2:1]1[O:2][C:3](=[O:13])[C:4](=[N:11][OH:12])[c:5]2[cH:6][cH:7][cH:8][cH:9][c:10]21.[CH3:20][O:21][S:22]([O:23][CH3:24])(=[O:25])=[O:26].[CH3:28][c:29]1[cH:30][cH:31][cH:32][cH:33][cH:34]1.[K+:18].[K+:19].[OH2:27]>>[CH2:1]1[O:2][C:3](=[O:13])[C:4](=[N:11][O:12][CH3:14])[c:5]2[cH:6][cH:7][cH:8][cH:9][c:10]21. Reactants: [H][H] (hydrogen), C([O-])([O-])=O.[K+].[K+] (potassium carbonate), C(CC)N (n-propylamine), FC1=C(C=C(C=C1)C=1OC2=C(N1)C=CC=C2)[N+](=O)[O-] (2-(4-fluoro-3-nitrophenyl)benzoxazole). The reagents and catalysts are [C].[Pd] (palladium-carbon). Solvent: C(C)O (ethanol), O (water). Run at time 14 hour. Yields the product C(CC)NC1=C(N)C=C(C=C1)C=1OC2=C(N1)C=CC=C2 (2-(2-n-propylaminoanilin-5-yl)benzoxazole). The yield is 49.0%. Reaction SMILES: F[C:2]1[CH:7]=[CH:6][C:5]([C:8]2[O:9][C:10]3[CH:16]=[CH:15][CH:14]=[CH:13][C:11]=3[N:12]=2)=[CH:4][C:3]=1[N+:17]([O-])=O.C(=O)([O-])[O-].[K+].[K+].[CH2:26]([NH2:29])[CH2:27][CH3:28].[H][H]>C(O)C.[C].[Pd].O>[CH2:26]([NH:29][C:2]1[CH:7]=[CH:6][C:5]([C:8]2[O:9][C:10]3[CH:16]=[CH:15][CH:14]=[CH:13][C:11]=3[N:12]=2)=[CH:4][C:3]=1[NH2:17])[CH2:27][CH3:28] |f:1.2.3,7.8|. Procedure: To a suspension of 2-(4-fluoro-3-nitrophenyl)benzoxazole (see Working Example 15-2) (300 mg, 1.16 mmol) in ethanol (5 mL) was added potassium carbonate (176 mg, 1.28 mmol) and aqueous n-propylamine (82.4 mg, 1.39 mmol), and this was heated to reflux for 2.5 hours. After the reaction was complete, this was cooled to room temperature, water was added, and the precipitated crystals were filtered, washed with water and then dried. To a tetrahydrofuran solution (7 mL) of the crystals obtained was add... Starting materials: COC1=CC=C(C=C1)N1N=C(N=C1C1=CC=C(C=C1)SC)C(F)(F)F (1-(4-methoxy-phenyl)-5-(4-methylthio-phenyl)-3-trifluoromethyl-1H-1,2,4-triazole), C1=CC(=CC(=C1)Cl)C(=O)OO (MCPBA), [OH-].[Na+] (NaOH), S(=O)([O-])S(=O)[O-].[Na+].[Na+] (sodium hydrosulfite). Run in C(Cl)Cl (CH2Cl2). Run at time 1.5 hour. Yields the product COC1=CC=C(C=C1)N1N=C(N=C1C1=CC=C(C=C1)S(=O)(=O)C)C(F)(F)F (1-(4-methoxy-phenyl)-5-(4-methylsulfonyl-phenyl)-3-trifluoromethyl-1H-1,2,4-triazole). Yield: 90.0%. RXN SMILES: [CH3:1][O:2][C:3]1[CH:8]=[CH:7][C:6]([N:9]2[C:13]([C:14]3[CH:19]=[CH:18][C:17](SC)=[CH:16][CH:15]=3)=[N:12][C:11]([C:22]([F:25])([F:24])[F:23])=[N:10]2)=[CH:5][CH:4]=1.[CH:26]1C=C(Cl)C=C(C(OO)=O)C=1.[S:37](S([O-])=O)([O-:39])=[O:38].[Na+].[Na+].[OH-].[Na+]>C(Cl)Cl>[CH3:1][O:2][C:3]1[CH:4]=[CH:5][C:6]([N:9]2[C:13]([C:14]3[CH:19]=[CH:18][C:17]([S:37]([CH3:26])(=[O:39])=[O:38])=[CH:16][CH:15]=3)=[N:12][C:11]([C:22]([F:25])([F:24])[F:23])=[N:10]2)=[CH:7][CH:8]=1 |f:2.3.4,5.6|. Procedure: To a solution of 1-(4-methoxy-phenyl)-5-(4-methylthio-phenyl)-3-trifluoromethyl-1H-1,2,4-triazole (30 g, 0.08 mol) in CH2Cl2 (320 ml) was added portionwise MCPBA (47.2 g, 0.16 mol). The reaction mixture was stirred at room temperature for 1.5 h, then cooled to 0-5° C. and a sodium hydrosulfite solution (500 ml) was carefully added to maintain the temperature below 18-20° C. The pH was adjusted to 8 by the addition of NaOH 30%. The mixture was extracted with dichoromethane, the organic phase was ... The reactants are CN(C(=O)N1CC2C(C1)CC(C2)(NCC(=O)N2[C@@H](C[C@@H](C2)F)C#N)CC2=CC=CC=C2)C (5-benzyl-5-[2-((2S,4S)-2-cyano-4-fluoro-pyrrolidin-1-yl)-2-oxo-ethylamino]-hexahydro-cyclopenta[c]pyrrole-2-carboxylic acid dimethylamide), C(C(O)C(O)C(=O)O)(=O)O (tartaric acid). Solvent: ClCCl (dichloromethane), CC(=O)C (acetone). The product is C(=O)(O)C(O)C(O)C(=O)O.CN(C(=O)N1CC2C(C1)CC(C2)(NCC(=O)N2[C@@H](C[C@@H](C2)F)C#N)CC2=CC=CC=C2)C (5-benzyl-5-[2-((2S,4S)-2-cyano-4-fluoro-pyrrolidin-1-yl)-2-oxo-ethylamino]-hexahydro-cyclopenta[c]pyrrole-2-carboxylic acid dimethylamide tartrate). The yield is 68.0%. As a reaction SMILES: [CH3:1][N:2]([CH3:32])[C:3]([N:5]1[CH2:9][CH:8]2[CH2:10][C:11]([CH2:25][C:26]3[CH:31]=[CH:30][CH:29]=[CH:28][CH:27]=3)([NH:13][CH2:14][C:15]([N:17]3[CH2:21][C@@H:20]([F:22])[CH2:19][C@H:18]3[C:23]#[N:24])=[O:16])[CH2:12][CH:7]2[CH2:6]1)=[O:4].[C:33]([OH:42])(=[O:41])[CH:34]([CH:36]([C:38]([OH:40])=[O:39])[OH:37])[OH:35]>ClCCl.CC(C)=O>[C:38]([CH:36]([CH:34]([C:33]([OH:42])=[O:41])[OH:35])[OH:37])([OH:40])=[O:39].[CH3:32][N:2]([CH3:1])[C:3]([N:5]1[CH2:6][CH:7]2[CH2:12][C:11]([CH2:25][C:26]3[CH:27]=[CH:28][CH:29]=[CH:30][CH:31]=3)([NH:13][CH2:14][C:15]([N:17]3[CH2:21][C@@H:20]([F:22])[CH2:19][C@H:18]3[C:23]#[N:24])=[O:16])[CH2:10][CH:8]2[CH2:9]1)=[O:4] |f:4.5|. Reported procedure: 5-Benzyl-5-[2-((2S,4S)-2-cyano-4-fluoro-pyrrolidin-1-yl)-2-oxo-ethylamino]-hexahydro-cyclopenta[c]pyrrole-2-carboxylic acid dimethylamide 14g (87 mg, 0.197 mmol) was dissolved in 3 mL of dichloromethane with stirring followed by dropwise addition of a solution of 3 mL of tartaric acid in acetone. The reaction mixture was reacted at room temperature for 30 minutes and concentrated. The resulting residue was recrystallized from a solvent mixture of ethyl acetate/acetone to obtain the title compoun...